This data is from the Open Reaction Database (ORD), a public repository of structured organic reaction records. The task is: describe an organic reaction: reactants, conditions, products, and yield Product: COc1ccc(CNc2ncnc3c2ccn3C2CC(CN(C)C3CC(CCc4nc5cc(C(F)(F)F)c(Cl)cc5[nH]4)C3)C3OC(C)(C)OC32)c(OC)c1. Reactants: [BH3-]C#N, C=O, CC(=O)O, CO, COc1ccc(CNc2ncnc3c2ccn3C2CC(CNC3CC(CCc4nc5cc(C(F)(F)F)c(Cl)cc5[nH]4)C3)C3OC(C)(C)OC32)c(OC)c1, [Na+]. As a reaction SMILES: [C:54]([BH3-:55])#[N:56].[CH2:62]=[O:63].[CH3:58][C:59](=[O:60])[OH:61].[CH3:64][OH:65].[Cl:1][c:2]1[c:3]([C:50]([F:51])([F:52])[F:53])[cH:4][c:5]2[c:6]([nH:7][c:8]([CH2:10][CH2:11][CH:12]3[CH2:13][CH:14]([NH:16][CH2:17][CH:18]4[CH2:19][CH:20]([n:28]5[cH:29][cH:30][c:31]6[c:32]5[n:33][cH:34][n:35][c:36]6[NH:37][CH2:38][c:39]5[c:40]([O:47][CH3:48])[cH:41][c:42]([O:45][CH3:46])[cH:43][cH:44]5)[CH:21]5[CH:22]4[O:23][C:24]([CH3:26])([CH3:27])[O:25]5)[CH2:15]3)[n:9]2)[cH:49]1.[Na+:57]>>[Cl:1][c:2]1[c:3]([C:50]([F:51])([F:52])[F:53])[cH:4][c:5]2[c:6]([nH:7][c:8]([CH2:10][CH2:11][CH:12]3[CH2:13][CH:14]([N:16]([CH2:17][CH:18]4[CH2:19][CH:20]([n:28]5[cH:29][cH:30][c:31]6[c:32]5[n:33][cH:34][n:35][c:36]6[NH:37][CH2:38][c:39]5[c:40]([O:47][CH3:48])[cH:41][c:42]([O:45][CH3:46])[cH:43][cH:44]5)[CH:21]5[CH:22]4[O:23][C:24]([CH3:26])([CH3:27])[O:25]5)[CH3:54])[CH2:15]3)[n:9]2)[cH:49]1. Reactants: CCC(=O)c1cnc2c(OCCSC)cccc2c1Cl, CC#N, Cc1ccccc1N. The product is CCC(=O)c1cnc2c(OCCSC)cccc2c1Nc1ccccc1C. As a reaction SMILES: [C:1]([CH2:2][CH3:3])(=[O:4])[c:5]1[cH:6][n:7][c:8]2[c:9]([O:16][CH2:17][CH2:18][S:19][CH3:20])[cH:10][cH:11][cH:12][c:13]2[c:14]1[Cl:15].[CH3:29][C:30]#[N:31].[NH2:21][c:22]1[c:23]([CH3:28])[cH:24][cH:25][cH:26][cH:27]1>>[C:1]([CH2:2][CH3:3])(=[O:4])[c:5]1[cH:6][n:7][c:8]2[c:9]([O:16][CH2:17][CH2:18][S:19][CH3:20])[cH:10][cH:11][cH:12][c:13]2[c:14]1[NH:21][c:22]1[c:23]([CH3:28])[cH:24][cH:25][cH:26][cH:27]1. The reactants are N[C@H](C[C@@H]([C@H](CC1=CC=CC=C1)NC(=O)OCC1=CN=CO1)O)CC1=CC=CC=C1 ((2S,3S,5S)-5-amino-2-(N-((5-oxazolyl)methoxycarbonyl)amino)-1,6-diphenyl-3-hydroxyhexane), CN(CC=1N=C(OC1)C(C)C)C(=O)N[C@@H](C(C)C)C(=O)O (N-((N-methyl-N-((2-isopropyl-4-oxazolyl)methyl)amino)carbonyl)-L-valine), CO (methanol). Solvent: ClCCl (dichloromethane). The product is CN(CC=1N=C(OC1)C(C)C)C(=O)N[C@@H](C(C)C)C(=O)N[C@H](C[C@@H]([C@H](CC1=CC=CC=C1)NC(=O)OCC1=CN=CO1)O)CC1=CC=CC=C1 ((2S,3S,5S)-5-(N-(N-((N-Methyl-N-((2-isopropyl-4-oxazolyl)methyl)amino)carbonyl)valinyl)amino)-2-(N-((5-oxazolyl)methoxycarbonyl)amino)-1,6-diphenyl-3-hydroxyhexane). Isolated yield 80.0%. RXN SMILES: [NH2:1][C@@H:2]([CH2:24][C:25]1[CH:30]=[CH:29][CH:28]=[CH:27][CH:26]=1)[CH2:3][C@H:4]([OH:23])[C@@H:5]([NH:13][C:14]([O:16][CH2:17][C:18]1[O:22][CH:21]=[N:20][CH:19]=1)=[O:15])[CH2:6][C:7]1[CH:12]=[CH:11][CH:10]=[CH:9][CH:8]=1.[CH3:31][N:32]([C:42]([NH:44][C@H:45]([C:49](O)=[O:50])[CH:46]([CH3:48])[CH3:47])=[O:43])[CH2:33][C:34]1[N:35]=[C:36]([CH:39]([CH3:41])[CH3:40])[O:37][CH:38]=1.CO>ClCCl>[CH3:31][N:32]([C:42]([NH:44][C@H:45]([C:49]([NH:1][C@@H:2]([CH2:24][C:25]1[CH:26]=[CH:27][CH:28]=[CH:29][CH:30]=1)[CH2:3][C@H:4]([OH:23])[C@@H:5]([NH:13][C:14]([O:16][CH2:17][C:18]1[O:22][CH:21]=[N:20][CH:19]=1)=[O:15])[CH2:6][C:7]1[CH:12]=[CH:11][CH:10]=[CH:9][CH:8]=1)=[O:50])[CH:46]([CH3:48])[CH3:47])=[O:43])[CH2:33][C:34]1[N:35]=[C:36]([CH:39]([CH3:41])[CH3:40])[O:37][CH:38]=1. Procedure details: Using the procedure of Example 1U but replacing (2S,3S,5S)-5-amino-2-(N-((5-thiazolyl)-methoxycarbonyl)amino)-1,6-diphenyl-3-hydroxyhexane with (2S,3S,5S)-5-amino-2-(N-((5-oxazolyl)methoxycarbonyl)amino)-1,6-diphenyl-3-hydroxyhexane and replacing N-((N-methyl-N-((2-isopropyl-4-thiazolyl)methyl)amino)carbonyl)-L-valine with N-((N-methyl-N-((2-isopropyl-4-oxazolyl)methyl)amino)carbonyl)-L-valine provided, after silica gel chromatography using a gradient of 1%-4% methanol in dichloromethane, 145 mg... Reactants: C(C1=CC=CC=C1)C1=C(C2=C(S1)C=CC=C2)C2=CC=C(C=C2)C2=CC=C(C=C2)O (4′-(2-benzyl-benzo[b]-thiophen-3-yl)-biphenyl-4-ol), COC(C(O)CC1=CC=CC=C1)=O (3-phenyllactic acid methyl ester). Yields the product C(C1=CC=CC=C1)C1=C(C2=C(S1)C=CC=C2)C2=CC=C(C=C2)C2=CC=C(C=C2)OC(C(=O)O)CC2=CC=CC=C2 (2-[4′-(2-Benzyl-benzo[b]thiophen-3-yl)-biphenyl-4yloxy]-3-phenyl-propionic acid). Reaction SMILES: [CH2:1]([C:8]1[S:12][C:11]2[CH:13]=[CH:14][CH:15]=[CH:16][C:10]=2[C:9]=1[C:17]1[CH:22]=[CH:21][C:20]([C:23]2[CH:28]=[CH:27][C:26]([OH:29])=[CH:25][CH:24]=2)=[CH:19][CH:18]=1)[C:2]1[CH:7]=[CH:6][CH:5]=[CH:4][CH:3]=1.C[O:31][C:32](=[O:42])[CH:33]([CH2:35][C:36]1[CH:41]=[CH:40][CH:39]=[CH:38][CH:37]=1)O>>[CH2:1]([C:8]1[S:12][C:11]2[CH:13]=[CH:14][CH:15]=[CH:16][C:10]=2[C:9]=1[C:17]1[CH:22]=[CH:21][C:20]([C:23]2[CH:24]=[CH:25][C:26]([O:29][CH:33]([CH2:35][C:36]3[CH:41]=[CH:40][CH:39]=[CH:38][CH:37]=3)[C:32]([OH:42])=[O:31])=[CH:27][CH:28]=2)=[CH:19][CH:18]=1)[C:2]1[CH:3]=[CH:4][CH:5]=[CH:6][CH:7]=1. Procedure: The title compound was prepared from 4′-(2-benzyl-benzo[b]-thiophen-3-yl)-biphenyl-4-ol, and 3-phenyllactic acid methyl ester, in substantially the same manner, as described in Example 1, steps g-h, and was obtained as a white solid, mp 165-167° C.; MS m/e 540 (M+);